From a dataset of the Open Reaction Database (ORD), a public repository of structured organic reaction records. describe an organic reaction: reactants, conditions, products, and yield Product: CNC1=NC=CC=C1[N+](=O)[O-] (2-Methylamino-3-nitropyridine). The reactants are ClC1=NC=CC=C1[N+](=O)[O-] (2-chloro-3-nitropyridine), CN(C=O)C (dimethylformamide). The yield is 80.0%. Procedure: 25 g (0.16M) of 2-chloro-3-nitropyridine is dissolved in 200 ml dimethylformamide. For three hours monomethylamine is bubbled into the solution. The mixture is heated to reflux overnight. After the solvent is removed the oily residue is triturated with water and the solid is collected and air dried. The crude material is recrystallized from hexane to give 19.5 g (80% yield) of title compound, melting point 62°-3° C. RXN SMILES: Cl[C:2]1[C:7]([N+:8]([O-:10])=[O:9])=[CH:6][CH:5]=[CH:4][N:3]=1.[CH3:11][N:12](C)C=O>>[CH3:11][NH:12][C:2]1[C:7]([N+:8]([O-:10])=[O:9])=[CH:6][CH:5]=[CH:4][N:3]=1. Starting materials: CS(=O)(=O)O (methane sulfonic acid), COC(CCC(=O)Cl)=O (3-Chlorocarbonyl-propionic acid methyl ester), NNC(=O)N (semicarbazide), C1(=CC=CC=C1)C (Toluene). The solvent is C1CCOC1 (THF). Reaction conditions: time 1 hour. Yields the product COC(CCC=1SC(=NN1)N)=O (3-(5-Amino-[1,3,4]thiadiazol-2-yl)-propionic acid methyl ester). Reaction SMILES: [CH3:1][O:2][C:3](=[O:9])[CH2:4][CH2:5][C:6](Cl)=O.[NH2:10][NH:11][C:12]([NH2:14])=O.C1(C)C=CC=CC=1.C[S:23](O)(=O)=O>C1COCC1>[CH3:1][O:2][C:3](=[O:9])[CH2:4][CH2:5][C:6]1[S:23][C:12]([NH2:14])=[N:11][N:10]=1. Reported procedure: 3-Chlorocarbonyl-propionic acid methyl ester (4.4 g, 29 mmol) is added dropwise to a stirred suspension of semicarbazide (4.0 g, 44 mmol) in THF (25 ml) at 0° C. After stirring at room temperature for 1 hour, the solvent is removed to give a white solid. Toluene (30 ml) is added followed by dropwise addition of methane sulfonic acid (3.37 ml, 52 mmol) then the reaction is heated at 70° C. for 3 hours. The mixture is concentrated in vacuo and methanol (30 ml) is added. Aqueous ammonia is then add...